This data is from the Open Reaction Database (ORD), a public repository of structured organic reaction records. The task is: describe an organic reaction: reactants, conditions, products, and yield Starting materials: CO[C@H]1[C@H](CO[C@H]([C@]12CO2)\C=C\CCCCCCC)C ((3S,4S,7S,8S)-8-methoxy-7-methyl-4-[(E)-1-nonenyl]-1,5-dioxaspiro[2,5]octane), C1=CN=C[N-]1.[Na+] (imidazole sodium derivative). Run in CN(C=O)C (N,N-dimethylformamide), O (water). Conditions: time 15 hour. Product: N1(C=NC=C1)C[C@]1([C@@H](OC[C@@H]([C@@H]1OC)C)\C=C\CCCCCCC)O ((2S,3S,4S, 5S)-3-(1H-imidazol-1-ylmethyl)-4-methoxy-5-methyl-2-[(E)-1-nonenyl]tetrahydro-2H-pyran-3-ol). Isolated yield 78.7%. RXN SMILES: [CH3:1][O:2][C@@H:3]1[C@:8]2([O:10][CH2:9]2)[C@H:7](/[CH:11]=[CH:12]/[CH2:13][CH2:14][CH2:15][CH2:16][CH2:17][CH2:18][CH3:19])[O:6][CH2:5][C@@H:4]1[CH3:20].[CH:21]1[N-:25][CH:24]=[N:23][CH:22]=1.[Na+]>CN(C)C=O.O>[N:23]1([CH2:9][C@:8]2([OH:10])[C@@H:3]([O:2][CH3:1])[C@@H:4]([CH3:20])[CH2:5][O:6][C@H:7]2/[CH:11]=[CH:12]/[CH2:13][CH2:14][CH2:15][CH2:16][CH2:17][CH2:18][CH3:19])[CH:22]=[CH:21][N:25]=[CH:24]1 |f:1.2|. Procedure details: A mixture of (3S,4S,7S,8S)-8-methoxy-7-methyl-4-[(E)-1-nonenyl]-1,5-dioxaspiro[2,5]octane (4.2 mg) and imidazole sodium derivative (14.0 mg) in dry N,N-dimethylformamide (0.5 ml) was stirred for 15 hours at room temperature. The reaction mixture was diluted with water. The mixture was extracted with dietyl ether, the combined ethereal extracts were washed with brine, dried over anhydrous sodium sulfate, filtered and concentrated. Purification of the residue by preparative thin layer chromatograp... Starting materials: O (water), solution, sodium bis-(2-methoxyethoxy)-dihydroaluminate, C1(CC1)C1=C(C(=C(C(=N1)C(C)C)C(=O)OCC)C1=CC=C(C=C1)F)COC (Ethyl 6-cyclopropyl-4-(4-fluorophenyl)-2-isopropyl-5methoxymethyl-pyridine-3-carboxylate), C1(=CC=CC=C1)C (toluene). Run in O1CCCC1 (tetrahydrofuran). Run at time 1 hour. The product is C1(CC1)C1=C(C(=C(C(N1C)C(C)C)O)C1=CC=C(C=C1)F)COC (6-Cyclopropyl-4-(4-fluorophenyl)-3-hydroxy-methyl-2-isopropyl-5-methoxymethyl-pyridine). As a reaction SMILES: [CH:1]1([C:4]2[N:9]=[C:8]([CH:10]([CH3:12])[CH3:11])[C:7](C(OCC)=O)=[C:6]([C:18]3[CH:23]=[CH:22][C:21]([F:24])=[CH:20][CH:19]=3)[C:5]=2[CH2:25][O:26][CH3:27])[CH2:3][CH2:2]1.[OH2:28].[C:29]1(C)C=CC=CC=1>O1CCCC1>[CH:1]1([C:4]2[N:9]([CH3:29])[CH:8]([CH:10]([CH3:12])[CH3:11])[C:7]([OH:28])=[C:6]([C:18]3[CH:23]=[CH:22][C:21]([F:24])=[CH:20][CH:19]=3)[C:5]=2[CH2:25][O:26][CH3:27])[CH2:3][CH2:2]1. Reported procedure: 44.3 ml (15 mmol) of a 3.5 molar solution of sodium bis-(2-methoxyethoxy)-dihydroaluminate in toluene are added under nitrogen to a solution of 1.9 g (5 mmol) of the compound from Example 83 in 50 ml of dry tetrahydrofuran and the mixture is stirred for 2 hours at room temperature and 1 hour under reflux. After cooling to 0° C., 50 ml of water are cautiously added dropwise and the mixture is extracted several times with ethyl acetate. The ethyl acetate phases are combined, washed with saturated ... The reactants are C(C1=CC=CC=C1)(=O)C1=C(C=C(C(=O)O)C=C1S(=O)(=O)Cl)OCCCC (4-Benzoyl-3-n-butoxy-5-chlorosulfonylbenzoic acid), [OH-].[NH4+] (ammonium hydroxide). RXN SMILES: [C:1]([C:9]1[C:17]([S:18](Cl)(=[O:20])=[O:19])=[CH:16][C:12]([C:13]([OH:15])=[O:14])=[CH:11][C:10]=1[O:22][CH2:23][CH2:24][CH2:25][CH3:26])(=[O:8])[C:2]1[CH:7]=[CH:6][CH:5]=[CH:4][CH:3]=1.[OH-].[NH4+:28]>>[C:1]([C:9]1[C:17]([S:18](=[O:20])(=[O:19])[NH2:28])=[CH:16][C:12]([C:13]([OH:15])=[O:14])=[CH:11][C:10]=1[O:22][CH2:23][CH2:24][CH2:25][CH3:26])(=[O:8])[C:2]1[CH:7]=[CH:6][CH:5]=[CH:4][CH:3]=1 |f:1.2|. Procedure: 4-Benzoyl-3-n-butoxy-5-chlorosulfonylbenzoic acid (1.5 g) is in portions added to conc. ammonium hydroxide (15 ml) while stirring at 10°-12° C. After additional stirring at room temperature for 16 hours, the mixture is left in a refrigerator for 4-5 hours. The separated ammonium salt is collected by filtration and washed with a small amount of icecold water. After drying, the salt is dissolved in 1 N sodium hydroxide (15 ml) and the solution is dropwise added to icecold 1 N acetic acid (20 ml) w... Yields the product C(C1=CC=CC=C1)(=O)C1=C(C=C(C(=O)O)C=C1S(N)(=O)=O)OCCCC (4-benzoyl-3-n-butoxy-5-sulfamylbenzoic acid). Reaction conditions: time 4.5 hour. Starting materials: C(C)(C)(C)OC(=O)N[C@H](CCC(=O)OC)C(N)=O (Methyl t-butyloxycarbonyl-D-isoglutaminate), C(C)(C)(C)OC(=O)N[C@@H]([C@H](OCC1=CC=CC=C1)C)C(=O)O (t-butyloxycarbonyl-O-benzyl-L-threonine), Example 44 ( I ). Product: C(C)(C)(C)OC(=O)N[C@@H]([C@H](OCC1=CC=CC=C1)C)C(=O)N[C@H](CCC(=O)OC)C(N)=O (methyl t-butyloxycarbonyl-O-benzyl-L-threonyl-D-isoglutaminate). Yield: 64.7%. RXN SMILES: C(OC([NH:8][C@@H:9]([C:16](=[O:18])[NH2:17])[CH2:10][CH2:11][C:12]([O:14][CH3:15])=[O:13])=O)(C)(C)C.[C:19]([O:23][C:24]([NH:26][C@H:27]([C:38]([OH:40])=O)[C@@H:28]([CH3:37])[O:29][CH2:30][C:31]1[CH:36]=[CH:35][CH:34]=[CH:33][CH:32]=1)=[O:25])([CH3:22])([CH3:21])[CH3:20]>>[C:19]([O:23][C:24]([NH:26][C@H:27]([C:38]([NH:8][C@@H:9]([C:16](=[O:18])[NH2:17])[CH2:10][CH2:11][C:12]([O:14][CH3:15])=[O:13])=[O:40])[C@@H:28]([CH3:37])[O:29][CH2:30][C:31]1[CH:32]=[CH:33][CH:34]=[CH:35][CH:36]=1)=[O:25])([CH3:20])([CH3:21])[CH3:22]. Procedure: Methyl t-butyloxycarbonyl-D-isoglutaminate (0.65 g, 2.5 mmol) and t-butyloxycarbonyl-O-benzyl-L-threonine (0.77 g, 2.5 mmol) were reacted by the similar procedure to that described in Example 44 (I) to obtain methyl t-butyloxycarbonyl-O-benzyl-L-threonyl-D-isoglutaminate (0.73 g). m.p. 131°-132° C. [α]D22 +7.0° (C 0.5, ethanol). Rf3 =0.39, Rf5 =0.46. Starting materials: BrC=1SC=2CC3=C(C2C1)N(N=C3C3=CC=C(C=C3)OC)COCC[Si](C)(C)C (2-Bromo-6-(4-methoxy-phenyl)-4-(2-trimethylsilanyl-ethoxymethyl)-4,7-dihydro-1-thia-4,5-diaza-cyclopenta[a]pentalene), COC1=C(C=CC(=C1)B1OC(C(O1)(C)C)(C)C)O (2-Methoxy-4-(4,4,5,5-tetramethyl-[1,3,2]dioxaborolan-2-yl)-phenol), C(=O)([O-])[O-].[Na+].[Na+] (Na2CO3). The reagents and catalysts are Cl[Pd]([P](C1=CC=CC=C1)(C2=CC=CC=C2)C3=CC=CC=C3)([P](C4=CC=CC=C4)(C5=CC=CC=C5)C6=CC=CC=C6)Cl (Pd(PPh3)2Cl2). Run in C1(=CC=CC=C1)C.C(C)O (toluene ethanol). Reaction conditions: temperature 100 celsius. Product: COC1=C(C=CC(=C1)C=1SC=2CC3=C(C2C1)N(N=C3C3=CC=C(C=C3)OC)COCC[Si](C)(C)C)O (2-Methoxy-4-[6-(4-methoxy-phenyl)-4-(2-trimethylsilanyl-ethoxymethyl)-4,7-dihydro-1-thia-4,5-diaza-cyclopenta[a]pentalen-2-yl]-phenol). The yield is 60.0%. As a reaction SMILES: Br[C:2]1[S:3][C:4]2[CH2:5][C:6]3[C:12]([C:13]4[CH:18]=[CH:17][C:16]([O:19][CH3:20])=[CH:15][CH:14]=4)=[N:11][N:10]([CH2:21][O:22][CH2:23][CH2:24][Si:25]([CH3:28])([CH3:27])[CH3:26])[C:7]=3[C:8]=2[CH:9]=1.[CH3:29][O:30][C:31]1[CH:36]=[C:35](B2OC(C)(C)C(C)(C)O2)[CH:34]=[CH:33][C:32]=1[OH:46].C([O-])([O-])=O.[Na+].[Na+]>C1(C)C=CC=CC=1.C(O)C.Cl[Pd](Cl)([P](C1C=CC=CC=1)(C1C=CC=CC=1)C1C=CC=CC=1)[P](C1C=CC=CC=1)(C1C=CC=CC=1)C1C=CC=CC=1>[CH3:29][O:30][C:31]1[CH:36]=[C:35]([C:2]2[S:3][C:4]3[CH2:5][C:6]4[C:12]([C:13]5[CH:14]=[CH:15][C:16]([O:19][CH3:20])=[CH:17][CH:18]=5)=[N:11][N:10]([CH2:21][O:22][CH2:23][CH2:24][Si:25]([CH3:27])([CH3:28])[CH3:26])[C:7]=4[C:8]=3[CH:9]=2)[CH:34]=[CH:33][C:32]=1[OH:46] |f:2.3.4,5.6,^1:65,84|. Procedure details: A mixture of the corresponding 2-Bromo-6-(4-methoxy-phenyl)-4-(2-trimethylsilanyl-ethoxymethyl)-4,7-dihydro-1-thia-4,5-diaza-cyclopenta[a]pentalene (0.76 g, 1.5 mmol), 2-Methoxy-4-(4,4,5,5-tetramethyl-[1,3,2]dioxaborolan-2-yl)-phenol (0.6 g, 2.3 mmol), Na2CO3 (2 M, 3.7 mL), and Pd(PPh3)2Cl2 (14.5 mg, 0.12 mmol) in toluene/ethanol (1:1, 8 mL) was heated at 100° C. for 8 hr. The solution was cooled to room temperature and extracted with ethyl acetate. The target product was purified by gravity col... Starting materials: COC(=O)c1ccc(C)c(-n2cnc3ccc(N4CCN(C(C)C)CC4)cc3c2=O)c1, CO, Cl, [Na+], [OH-], O. Yields the product Cc1ccc(C(=O)O)cc1-n1cnc2ccc(N3CCN(C(C)C)CC3)cc2c1=O. RXN SMILES: [CH3:1][c:2]1[c:3](-[n:12]2[cH:13][n:14][c:15]3[cH:16][cH:17][c:18]([N:23]4[CH2:24][CH2:25][N:26]([CH:29]([CH3:30])[CH3:31])[CH2:27][CH2:28]4)[cH:19][c:20]3[c:21]2=[O:22])[cH:4][c:5]([C:6](=[O:7])[O:8][CH3:9])[cH:10][cH:11]1.[CH3:35][OH:36].[ClH:34].[Na+:33].[OH-:32].[OH2:37]>>[CH3:1][c:2]1[c:3](-[n:12]2[cH:13][n:14][c:15]3[cH:16][cH:17][c:18]([N:23]4[CH2:24][CH2:25][N:26]([CH:29]([CH3:30])[CH3:31])[CH2:27][CH2:28]4)[cH:19][c:20]3[c:21]2=[O:22])[cH:4][c:5]([C:6](=[O:7])[OH:8])[cH:10][cH:11]1. Starting materials: C(C)OP(=O)(OCC)CC1=CC=C(C(=O)NC2=C(C=CC=C2)C(=O)OC)C=C1 (4-diethoxyphosphinylmethyl-N-(2-methoxycarbonylphenyl)benzamide), [OH-].[Na+] (sodium hydroxide), Cl (hydrochloric acid). Run in C(C)O (ethanol). The product is C(C)OP(=O)(OCC)CC1=CC=C(C(=O)NC2=C(C=CC=C2)C(=O)O)C=C1 (4-diethoxyphosphinylmethyl-N-(2-carboxyphenyl)benzamide). RXN SMILES: [CH2:1]([O:3][P:4]([CH2:9][C:10]1[CH:28]=[CH:27][C:13]([C:14]([NH:16][C:17]2[CH:22]=[CH:21][CH:20]=[CH:19][C:18]=2[C:23]([O:25]C)=[O:24])=[O:15])=[CH:12][CH:11]=1)([O:6][CH2:7][CH3:8])=[O:5])[CH3:2].[OH-].[Na+].Cl>C(O)C>[CH2:7]([O:6][P:4]([CH2:9][C:10]1[CH:28]=[CH:27][C:13]([C:14]([NH:16][C:17]2[CH:22]=[CH:21][CH:20]=[CH:19][C:18]=2[C:23]([OH:25])=[O:24])=[O:15])=[CH:12][CH:11]=1)([O:3][CH2:1][CH3:2])=[O:5])[CH3:8] |f:1.2|. Reported procedure: To a solution of 0.73 g of 4-diethoxyphosphinylmethyl-N-(2-methoxycarbonylphenyl)benzamide in 10 ml of ethanol was slowly added 10 ml of 1N sodium hydroxide under ice-cooling with stirring. After stirring for 5 hours at room temperature, 10 ml of 2N hydrochloric acid was added thereto, and the mixture was extracted with chloroform. The extract was dried over anhydrous sodium sulfate, and the solvent was evaporated. The crystalline residue was recrystallized from benzene to give 0.60 g of colorle... Starting materials: CCOC(=O)c1cn(-c2ccnc3ccccc23)c(C)c1C, Cl, [Li+], C1CCOC1, [OH-], O, O. Yields the product Cc1c(C(=O)O)cn(-c2ccnc3ccccc23)c1C. As a reaction SMILES: [CH2:4]([CH3:5])[O:6][C:7](=[O:8])[c:9]1[cH:10][n:11](-[c:16]2[cH:17][cH:18][n:19][c:20]3[cH:21][cH:22][cH:23][cH:24][c:25]23)[c:12]([CH3:15])[c:13]1[CH3:14].[ClH:32].[Li+:3].[O:26]1[CH2:27][CH2:28][CH2:29][CH2:30]1.[OH-:2].[OH2:1].[OH2:31]>>[O:6]=[C:7]([OH:8])[c:9]1[cH:10][n:11](-[c:16]2[cH:17][cH:18][n:19][c:20]3[cH:21][cH:22][cH:23][cH:24][c:25]23)[c:12]([CH3:15])[c:13]1[CH3:14]. Starting materials: O=O.[K+] (potassium superoxide), C1COCCOCCOCCOCCOCCO1 (18-crown-6), O=O.[K+] (potassium superoxide), ClN1CCC(CC1)N1C(OCC2=C1C=CC=C2)=O (1-(N-chloro-4-piperidyl)-3,1-benzoxazin-2-one), C[Si](C)(C)C#N (trimethylsilylcyanide). Solvent: CCOCC (ether), CCOCC (ether), CCOCC (ether). Conditions: time 18 hour. The product is C(#N)C1NCCC(C1)N1C(OCC2=C1C=CC=C2)=O (1-(2-cyano-4-piperidyl)-3,1-benzoxazin-2-one). Reaction SMILES: Cl[N:2]1[CH2:7][CH2:6][CH:5]([N:8]2[C:13]3[CH:14]=[CH:15][CH:16]=[CH:17][C:12]=3[CH2:11][O:10][C:9]2=[O:18])[CH2:4][CH2:3]1.O=O.[K+].C1OCCOCCOCCOCCOCCOC1.C[Si]([C:44]#[N:45])(C)C>CCOCC>[C:44]([CH:3]1[CH2:4][CH:5]([N:8]2[C:13]3[CH:14]=[CH:15][CH:16]=[CH:17][C:12]=3[CH2:11][O:10][C:9]2=[O:18])[CH2:6][CH2:7][NH:2]1)#[N:45] |f:1.2|. Procedure details: 1-(N-chloro-4-piperidyl)-3,1-benzoxazin-2-one from Step 1 above (230 mg, 0.86 mmol) was dissolved in warm ether (30 mL) and the solution was added dropwise to a suspension of potassium superoxide (135 mg, 1.9 mmol) and 18-crown-6 (10 mg, 0.04 mmol) in ether (10 mL). The mixture was stirred at ambient temperature for five days, with two additional lots of 135 mg each of potassium superoxide being added on the second and third days. The reaction was filtered and the filtrate was added dropwise to ... The reactants are ClC1=CC=C2C(=CC=NC2=C1)N(N1C=CC=C1)CC#C (7-chloro-N-(2-propynyl)-N-(1H-pyrrol-1-yl)-4-quinolinamine), CN1CCNCC1 (N-methylpiperazine), C=O (paraformaldehyde). The reagents and catalysts are Cl[Cu] (CuCl). The solvent is C(C)(=O)OCC (ethyl acetate), O1CCOCC1 (1,4-dioxane). Run at temperature 80 celsius, time 4 hour. Product: ClC1=CC=C2C(=CC=NC2=C1)N(N1C=CC=C1)CC#CCN1CCN(CC1)C (7-Chloro-N-[4-[4-methylpiperazin-1-yl]-2-butynyl]-N-(1H-pyrrol-1-yl)-4-quinolinamine). Reaction SMILES: [Cl:1][C:2]1[CH:11]=[C:10]2[C:5]([C:6]([N:12]([CH2:18][C:19]#[CH:20])[N:13]3[CH:17]=[CH:16][CH:15]=[CH:14]3)=[CH:7][CH:8]=[N:9]2)=[CH:4][CH:3]=1.[CH3:21][N:22]1[CH2:27][CH2:26][NH:25][CH2:24][CH2:23]1.[CH2:28]=O>O1CCOCC1.C(OCC)(=O)C.Cl[Cu]>[Cl:1][C:2]1[CH:11]=[C:10]2[C:5]([C:6]([N:12]([CH2:18][C:19]#[C:20][CH2:21][N:22]3[CH2:27][CH2:26][N:25]([CH3:28])[CH2:24][CH2:23]3)[N:13]3[CH:14]=[CH:15][CH:16]=[CH:17]3)=[CH:7][CH:8]=[N:9]2)=[CH:4][CH:3]=1. Procedure: To a solution of 7-chloro-N-(2-propynyl)-N-(1H-pyrrol-1-yl)-4-quinolinamine (8.0 g) in 150 ml of 1,4-dioxane were added N-methylpiperazine (3.11 g), paraformaldehyde (4 g) and CuCl (0.2 g), and this mixture was heated to 80° C. and stirred for four hours. The mixture was cooled, diluted with ethyl acetate, washed with water and dried (sat NaCl, anhy. MgSO4).